The task is: describe an organic reaction: reactants, conditions, products, and yield. This data is from the Open Reaction Database (ORD), a public repository of structured organic reaction records. Starting materials: O=C(c1ncc[nH]1)c1ncc[nH]1, OCc1ccccc1. Product: O=C(OCc1ccccc1)c1ncc[nH]1. As a reaction SMILES: [C:9](=[O:10])([c:11]1[nH:12][cH:13][cH:14][n:15]1)[c:16]1[nH:17][cH:18][cH:19][n:20]1.[OH:1][CH2:2][c:3]1[cH:4][cH:5][cH:6][cH:7][cH:8]1>>[O:1]([CH2:2][c:3]1[cH:4][cH:5][cH:6][cH:7][cH:8]1)[C:9](=[O:10])[c:11]1[nH:12][cH:13][cH:14][n:15]1. Reactants: N(C#N)C=1C=C(C=CC1)C(F)(F)F (3-cyanamidobenzotrifluoride), Cl.ClC1=CC=C(CN)C=C1 (4-chlorobenzylamine hydrochloride). Run in ClCCl (Dichloromethane). Reaction conditions: temperature 150 celsius, time 40 hour. Product: ClC1=CC=C(CNC(=N)NC2=CC(=CC=C2)C(F)(F)F)C=C1 (1-(4-Chlorobenzyl)-3-(3-triflouromethylphenyl)guanidine). As a reaction SMILES: [NH:1]([C:4]1[CH:5]=[C:6]([C:10]([F:13])([F:12])[F:11])[CH:7]=[CH:8][CH:9]=1)[C:2]#[N:3].Cl.[Cl:15][C:16]1[CH:23]=[CH:22][C:19]([CH2:20][NH2:21])=[CH:18][CH:17]=1>ClCCl>[Cl:15][C:16]1[CH:23]=[CH:22][C:19]([CH2:20][NH:21][C:2]([NH:1][C:4]2[CH:9]=[CH:8][CH:7]=[C:6]([C:10]([F:11])([F:12])[F:13])[CH:5]=2)=[NH:3])=[CH:18][CH:17]=1 |f:1.2|. Procedure details: A mixture of 3-cyanamidobenzotrifluoride (1.20 g, 6.45 mmol) and 4-chlorobenzylamine hydrochloride (1.26 g, 7.09 mmol) was stirred at 150° C. for 40 h. Dichloromethane (100 ml) was added and the mixture was washed with saturated aqueous sodium hydrogen carbonate (100 ml). The organic phase was purified by chromatography using silica gel and a mixture of methanol (10%) and dichloromethane as eluent. The product was isolated as the free base. Yield 1.05 g, 50%. M.p. 103-105° C. The reactants are FC1=C(C=CC(=C1)CN=C=O)N1CCCCC1 (1-[2-fluoro-4-(isocyanatomethyl)phenyl]piperidine), CN1N=CC=2C(=CC=CC12)N (1-methyl-1H-indazol-4-amine), N1N=CC=2C(=CC=CC12)N (1H-indazol-4-amine). The product is FC=1C=C(CNC(=O)NC2=C3C=NN(C3=CC=C2)C)C=CC1N1CCCCC1 (N-[3-fluoro-4-(1-piperidinyl)benzyl]-N′-(1-methyl-1H-indazol-4-yl)urea). Reaction SMILES: [F:1][C:2]1[CH:7]=[C:6]([CH2:8][N:9]=[C:10]=[O:11])[CH:5]=[CH:4][C:3]=1[N:12]1[CH2:17][CH2:16][CH2:15][CH2:14][CH2:13]1.[CH3:18][N:19]1[C:27]2[CH:26]=[CH:25][CH:24]=[C:23]([NH2:28])[C:22]=2[CH:21]=[N:20]1.N1C2C=CC=C(N)C=2C=N1>>[F:1][C:2]1[CH:7]=[C:6]([CH:5]=[CH:4][C:3]=1[N:12]1[CH2:17][CH2:16][CH2:15][CH2:14][CH2:13]1)[CH2:8][NH:9][C:10]([NH:28][C:23]1[CH:24]=[CH:25][CH:26]=[C:27]2[C:22]=1[CH:21]=[N:20][N:19]2[CH3:18])=[O:11]. Procedure: The title compound was prepared using the procedure described in Example 89B using 1-[2-fluoro-4-(isocyanatomethyl)phenyl]piperidine and 1-methyl-1H-indazol-4-amine instead of 1-bromo-4-(isocyanatomethyl)benzene and the product from Example 89A. NMR (DMSO-d6) δ 9.19 (s, 1H), 8.22 (s, 1H), 7.25 (m, 4H), 7.18 (d, 2H), 4.31 (s, 2H), 4.00 (s, 3H), 3.15 (m, 4H), 1.77 (m, 4H), 1.66 (m, 2H); MS (ESI) (M+H)+ 382.